This data is from the Open Reaction Database (ORD), a public repository of structured organic reaction records. The task is: describe an organic reaction: reactants, conditions, products, and yield Reactants: C(OCC)(OCC)OCC (triethyl orthoformate), S(O)(O)(=O)=O (sulfuric acid), COC(C(=O)C1=CC=C(C=C1)C1=CC=CC=C1)=O (biphenyl-4-yl-oxo-acetic acid methyl ester), C([O-])(O)=O.[Na+] (sodium bicarbonate). Solvent: CO (methanol). Product: COC(C(OC)(OC)C1=CC=C(C=C1)C1=CC=CC=C1)=O (Biphenyl-4-yl-dimethoxy-acetic acid methyl ester). Reaction SMILES: [CH3:1][O:2][C:3](=[O:18])[C:4]([C:6]1[CH:11]=[CH:10][C:9]([C:12]2[CH:17]=[CH:16][CH:15]=[CH:14][CH:13]=2)=[CH:8][CH:7]=1)=[O:5].[CH:19](OCC)(OCC)[O:20]CC.S(=O)(=O)(O)O.[C:34](=O)(O)[O-].[Na+]>CO>[CH3:1][O:2][C:3](=[O:18])[C:4]([C:6]1[CH:11]=[CH:10][C:9]([C:12]2[CH:17]=[CH:16][CH:15]=[CH:14][CH:13]=2)=[CH:8][CH:7]=1)([O:20][CH3:19])[O:5][CH3:34] |f:3.4|. Procedure: A mixture of biphenyl-4-yl-oxo-acetic acid methyl ester (A. T. Jeffries, et al., J. Org. Chem., 46, 2885(1981)) (10 g), triethyl orthoformate (43 ml), methanol (60 ml) and conc. sulfuric acid (3 ml) was heated under reflux for 8.5 hours under a nitrogen atmosphere. The resulting mixture was poured into a saturated aqueous sodium bicarbonate solution and the resulting mixture was subjected to extraction with diethyl ether. The organic layer was washed with a saturated aqueous sodium chloride solu... The reactants are C(C)(C)(C)[Li] (t-butyllithium), C(=O)C1=CC2=CC=CC=C2C=C1 (2-formylnaphthalene), [Cl-].[NH4+] (ammonium chloride), BrC=1N=CNC1 (4-Bromo-1H-imidazole). Solvent: CCCCC (pentane), C1CCOC1 (THF), C1CCOC1 (THF). Reaction conditions: temperature -78 celsius, time 1.5 hour. The product is N1C=NC(=C1)C(C(C)C)(O)C1=CC2=CC=CC=C2C=C1 (1-(1H-Imidazol-4-yl)-1-(naphthalen-2-yl)-2-methyl-1-propanol). Reaction SMILES: Br[C:2]1[N:3]=[CH:4][NH:5][CH:6]=1.[C:7]([Li])(C)([CH3:9])[CH3:8].[CH:12]([C:14]1[CH:23]=[CH:22][C:21]2[C:16](=[CH:17][CH:18]=[CH:19][CH:20]=2)[CH:15]=1)=[O:13].[Cl-].[NH4+]>C1COCC1.CCCCC>[NH:5]1[CH:6]=[C:2]([C:12]([C:14]2[CH:23]=[CH:22][C:21]3[C:16](=[CH:17][CH:18]=[CH:19][CH:20]=3)[CH:15]=2)([OH:13])[CH:7]([CH3:9])[CH3:8])[N:3]=[CH:4]1 |f:3.4|. Procedure details: 4-Bromo-1H-imidazole (1.95 g) was dissolved in THF (30 ml), and the solution was cooled to −78° C. To the solution was added a solution of t-butyllithium in pentane (1.7 M; 20 ml). The mixture was stirred at 0° C. for 1.5 h. The mixture was again cooled to −78° C., and a solution of 2-formylnaphthalene (3.32 g) in THF (20 ml) was added. After the temperature was elevated from −78° C. to room temperature, the mixture was stirred at room temperature for 16 h. To the mixture was added an aqueous so... Starting materials: CC(=O)OC1(C(C)=O)CCC2C3C(OS(C)(=O)=O)C(Cl)C4=CC(=O)OCC4(C)C3CCC21C, CC(=O)[O-], CS(C)=O, [K+], O. The product is CC(=O)OC1(C(C)=O)CCC2C3C=C(Cl)C4=CC(=O)OCC4(C)C3CCC21C. RXN SMILES: [C:1]([CH3:2])(=[O:3])[O:4][C:5]1([C:6]([CH3:7])=[O:8])[CH2:9][CH2:10][CH:11]2[CH:12]3[CH:13]([O:29][S:30]([CH3:31])(=[O:32])=[O:33])[CH:14]([Cl:28])[C:15]4=[CH:16][C:17](=[O:27])[O:18][CH2:19][C:20]4([CH3:21])[CH:22]3[CH2:23][CH2:24][C:25]12[CH3:26].[CH3:35][C:36](=[O:37])[O-:38].[CH3:39][S:40](=[O:41])[CH3:42].[K+:34].[OH2:43]>>[C:1]([CH3:2])(=[O:3])[O:4][C:5]1([C:6]([CH3:7])=[O:8])[CH2:9][CH2:10][CH:11]2[CH:12]3[CH:13]=[C:14]([Cl:28])[C:15]4=[CH:16][C:17](=[O:27])[O:18][CH2:19][C:20]4([CH3:21])[CH:22]3[CH2:23][CH2:24][C:25]12[CH3:26]. Starting materials: three, CC(C)O (IPA), C(C1=CC=CC=C1)(=O)[C@@]([C@@](C(=O)O)(O)C(C1=CC=CC=C1)=O)(O)C(=O)O (Dibenzoyl-D-tartaric acid), O=C(CC(CC1=C(C=C(C(=C1)F)F)F)N)N1CC=2N(CC1)C(=NN2)C(F)(F)F (4-oxo-4-[3-(trifluoromethyl)-5,6-dihydro[1,2,4]triazolo[4,3-a]pyrazin-7(8H)-yl]-1-(2,4,5-trifluorophenyl)butan-2-amine). The solvent is CO (methanol). Run at temperature 62.5 celsius, time 1 hour. Product: O=C(C[C@H](CC1=C(C=C(C(=C1)F)F)F)N)N1CC=2N(CC1)C(=NN2)C(F)(F)F ((2S)-4-oxo-4-[3-(trifluoromethyl)-5,6-dihydro[1,2,4]triazolo[4,3-a]pyrazin-7(8H)-yl]-1-(2,4,5-trifluorophenyl)butan-2-amine). As a reaction SMILES: CC(O)C.C([C@](C(O)=O)(O)[C@](C(=O)C1C=CC=CC=1)(O)C(O)=O)(=O)C1C=CC=CC=1.[O:31]=[C:32]([N:46]1[CH2:51][CH2:50][N:49]2[C:52]([C:55]([F:58])([F:57])[F:56])=[N:53][N:54]=[C:48]2[CH2:47]1)[CH2:33][CH:34]([NH2:45])[CH2:35][C:36]1[CH:41]=[C:40]([F:42])[C:39]([F:43])=[CH:38][C:37]=1[F:44]>CO>[O:31]=[C:32]([N:46]1[CH2:51][CH2:50][N:49]2[C:52]([C:55]([F:58])([F:57])[F:56])=[N:53][N:54]=[C:48]2[CH2:47]1)[CH2:33][C@@H:34]([NH2:45])[CH2:35][C:36]1[CH:41]=[C:40]([F:42])[C:39]([F:43])=[CH:38][C:37]=1[F:44]. Reported procedure: In a 100 mL three neck flask IPA (25 mL) and Dibenzoyl-D-tartaric acid (8.8 g) were taken. It was heated to 60-65° C. 4-oxo-4-[3-(trifluoromethyl)-5,6-dihydro[1,2,4]triazolo[4,3-a]pyrazin-7(8H)-yl]-1-(2,4,5-trifluorophenyl)butan-2-amine (10 g, purity-91.8%) dissolved in methanol (30 mL) was added slowly into the reaction mixture at 60-65° C. It was stirred for 1 h at 60-65° C. Solid salt was precipitated. It was gradually cooled to room temperature and stirred for 3 h. The salt was filtered and ... Reactants: BrCc1ccccc1, CCCCn1c(=O)[nH]c(=O)c2[nH]cnc21, CO, [Na+], [OH-], O. The product is CCCCn1c(=O)[nH]c(=O)c2c1ncn2Cc1ccccc1. RXN SMILES: [Br:18][CH2:19][c:20]1[cH:21][cH:22][cH:23][cH:24][cH:25]1.[CH2:3]([CH2:4][CH2:5][CH3:6])[n:7]1[c:8](=[O:17])[nH:9][c:10](=[O:16])[c:11]2[nH:12][cH:13][n:14][c:15]12.[CH3:27][OH:28].[Na+:2].[OH-:1].[OH2:26]>>[CH2:3]([CH2:4][CH2:5][CH3:6])[n:7]1[c:8](=[O:17])[nH:9][c:10](=[O:16])[c:11]2[n:12]([CH2:19][c:20]3[cH:21][cH:22][cH:23][cH:24][cH:25]3)[cH:13][n:14][c:15]12. As a reaction SMILES: [CH2:1]1[O:2][c:3]2[cH:4][c:5]([NH:11][c:12]3[n:13][c:14]([Cl:19])[n:15][cH:16][c:17]3[F:18])[cH:6][cH:7][c:8]2[O:9][CH2:10]1.[CH3:28][OH:29].[NH2:20][c:21]1[cH:22][c:23]([NH2:24])[cH:25][cH:26][cH:27]1>>[CH2:1]1[O:2][c:3]2[cH:4][c:5]([NH:11][c:12]3[n:13][c:14]([NH:24][c:23]4[cH:22][c:21]([NH2:20])[cH:27][cH:26][cH:25]4)[n:15][cH:16][c:17]3[F:18])[cH:6][cH:7][c:8]2[O:9][CH2:10]1. Starting materials: Fc1cnc(Cl)nc1Nc1ccc2c(c1)OCCO2, CO, Nc1cccc(N)c1. Product: Nc1cccc(Nc2ncc(F)c(Nc3ccc4c(c3)OCCO4)n2)c1. Reactants: C(C1=CC=CC=C1)(C1=CC=CC=C1)(C1=CC=CC=C1)NC=1SC=C(N1)C(C(=O)O)=NOCCI (2-(2-tritylamino-4-thiazolyl)-2-(2-iodoethoxyimino)-acetic acid), C(C)(C)OC(C)C (isopropyl ether), ClC(C)Cl (dichloroethane), N1C=NC=C1 (imidazole). Solvent: CC(=O)N(C)C (dimethylacetamide), CC(=O)N(C)C (dimethylacetamide). Run at time 3 hour. The product is C(C1=CC=CC=C1)(C1=CC=CC=C1)(C1=CC=CC=C1)NC=1SC=C(N1)C(C(=O)O)=NOCCN1C=NC=C1 (2-(2 -tritylamino-4-thiazolyl)-2-(2-imidazol-1-yl-ethoxyimino)-acetic acid). RXN SMILES: [C:1]([NH:20][C:21]1[S:22][CH:23]=[C:24]([C:26](=[N:30][O:31][CH2:32][CH2:33]I)[C:27]([OH:29])=[O:28])[N:25]=1)([C:14]1[CH:19]=[CH:18][CH:17]=[CH:16][CH:15]=1)([C:8]1[CH:13]=[CH:12][CH:11]=[CH:10][CH:9]=1)[C:2]1[CH:7]=[CH:6][CH:5]=[CH:4][CH:3]=1.ClC(Cl)C.[NH:39]1[CH:43]=[CH:42][N:41]=[CH:40]1.C(OC(C)C)(C)C>CC(N(C)C)=O>[C:1]([NH:20][C:21]1[S:22][CH:23]=[C:24]([C:26](=[N:30][O:31][CH2:32][CH2:33][N:39]2[CH:43]=[CH:42][N:41]=[CH:40]2)[C:27]([OH:29])=[O:28])[N:25]=1)([C:14]1[CH:19]=[CH:18][CH:17]=[CH:16][CH:15]=1)([C:8]1[CH:13]=[CH:12][CH:11]=[CH:10][CH:9]=1)[C:2]1[CH:7]=[CH:6][CH:5]=[CH:4][CH:3]=1. Procedure details: A mixture of 3 g of the syn isomer of 2-(2-tritylamino-4-thiazolyl)-2-(2-iodoethoxyimino)-acetic acid solvated with dichloroethane (=2.56 g of pure acid), 4.2 g of imidazole and 10 ml of dimethylacetamide was stirred for 3 hours at room temperature and after addition of another 10 ml of dimethylacetamide, the mixture was stirred for 40 hours at room temperature. The mixture was poured into 200 ml of isopropyl ether and the mixture was stirred for 30 minutes and was then decanted. The gummy resid... The reactants are CC1NC(=O)OC12CCCCC2c1ccccc1, CI, CN(C)P(=O)(N(C)C)N(C)C, [NH2-], N, [Na], O. Yields the product CC1N(C)C(=O)OC12CCCCC2c1ccccc1. Reaction SMILES: [CH3:1][CH:2]1[NH:3][C:4](=[O:18])[O:5][C:6]12[CH:7]([c:12]1[cH:13][cH:14][cH:15][cH:16][cH:17]1)[CH2:8][CH2:9][CH2:10][CH2:11]2.[CH3:22][I:23].[CH3:24][N:25]([CH3:26])[P:27](=[O:28])([N:29]([CH3:30])[CH3:31])[N:32]([CH3:33])[CH3:34].[NH2-:20].[NH3:21].[Na:19].[OH2:35]>>[CH3:1][CH:2]1[N:3]([CH3:22])[C:4](=[O:18])[O:5][C:6]12[CH:7]([c:12]1[cH:13][cH:14][cH:15][cH:16][cH:17]1)[CH2:8][CH2:9][CH2:10][CH2:11]2.